This data is from the Open Reaction Database (ORD), a public repository of structured organic reaction records. The task is: describe an organic reaction: reactants, conditions, products, and yield As a reaction SMILES: [CH3:14][CH2:15][OH:16].[CH3:1][S:2][c:3]1[n:4][c:5]2[cH:12][cH:11][cH:10][cH:9][cH:8][c:6]-2[n:7]1.[ClH:13].[Na+:17].[OH2:22].[OH:18][C:19](=[O:20])[O-:21]>>[c:3]1([OH:16])[n:4][c:5]2[cH:12][cH:11][cH:10][cH:9][cH:8][c:6]-2[n:7]1. Product: Oc1nc2cccccc-2n1. Reactants: CCO, CSc1nc2cccccc-2n1, Cl, [Na+], O, O=C([O-])O.